This data is from the Open Reaction Database (ORD), a public repository of structured organic reaction records. The task is: describe an organic reaction: reactants, conditions, products, and yield The reactants are CC1CN(Cc2ccc3c(Cl)ccnc3c2)C(=O)C(C)N1C(=O)OCc1ccccc1, CC#N, C[Si](C)(C)I. The product is CC1CN(Cc2ccc3c(Cl)ccnc3c2)C(=O)C(C)N1. Reaction SMILES: [CH2:1]([O:2][C:3](=[O:4])[N:11]1[CH:12]([CH3:31])[C:13](=[O:30])[N:14]([CH2:18][c:19]2[cH:20][cH:21][c:22]3[c:23]([Cl:29])[cH:24][cH:25][n:26][c:27]3[cH:28]2)[CH2:15][CH:16]1[CH3:17])[c:5]1[cH:6][cH:7][cH:8][cH:9][cH:10]1.[CH3:37][C:38]#[N:39].[I:32][Si:33]([CH3:34])([CH3:35])[CH3:36]>>[NH:11]1[CH:12]([CH3:31])[C:13](=[O:30])[N:14]([CH2:18][c:19]2[cH:20][cH:21][c:22]3[c:23]([Cl:29])[cH:24][cH:25][n:26][c:27]3[cH:28]2)[CH2:15][CH:16]1[CH3:17]. The reactants are ClCC(=O)Cl (Chloroacetyl chloride), C(C)C1=C(N)C(=CC=C1)C (2-ethyl-6-methylaniline), C(C)(=O)O (acetic acid), C(C)(=O)[O-].[Na+] (sodium acetate), C(C)(=O)O (acetic acid). Run in O (water), O (water). Conditions: temperature 10 celsius, time 30 minute. Yields the product ClCC(=O)NC1=C(C=CC=C1C)CC (N-chloroacetyl-2-ethyl-6-methylaniline). The yield is 55.5%. Reaction SMILES: [Cl:1][CH2:2][C:3](Cl)=[O:4].[CH2:6]([C:8]1[CH:14]=[CH:13][CH:12]=[C:11]([CH3:15])[C:9]=1[NH2:10])[CH3:7].C(O)(=O)C.C([O-])(=O)C.[Na+]>O>[Cl:1][CH2:2][C:3]([NH:10][C:9]1[C:11]([CH3:15])=[CH:12][CH:13]=[CH:14][C:8]=1[CH2:6][CH3:7])=[O:4] |f:3.4|. Procedure details: Chloroacetyl chloride (84.8 g) was added, over 20 minutes, to a solution of 2-ethyl-6-methylaniline (67.5 g), glacial acetic acid (230 ml), sodium acetate (anhydrous 110.5 g) in water (200 ml) at such a rate that the reaction temperature did not exceed 10° C. The resulting suspension was then stirred vigorously for 30 minutes at 10° C. (requiring the addition of further quantities of acetic acid and water to maintain fluidity). The suspension was filtered, the resulting solid was air-dried on th... Conditions: temperature 0 celsius, time 3 hour. The reactants are CN(C)CC1=CC=C(\C=N\C2=C3COC(C3=CC=C2)=O)C=C1 ((E)-4-(4-((dimethylamino)methyl)benzylideneamino)isobenzofuran-1(3H)-one), ClC1=CC=C(C=O)C=C1 (4-chlorobenzaldehyde), C(CC)(=O)OCC (ethyl propionate), C[O-].[Na+] (sodium methoxide), CO (methanol). Product: ClC1=CC=C(C=C1)C1C(NC=2C=CC=C(C2C1=O)C(=O)OCC)C1=CC=C(C=C1)CN(C)C (Ethyl 3-(4-chlorophenyl)-2-(4-((dimethylamino)methyl)phenyl)-4-oxo-1,2,3,4-tetrahydroquinoline-5-carboxylate). Procedure: A mixture of (E)-4-(4-((dimethylamino)methyl)benzylideneamino)isobenzofuran-1(3H)-one (588 mg, 2 mmol) and 4-chlorobenzaldehyde (281 mg, 2 mmol) in anhydrous ethyl propionate (25 mL) was cooled to 0° C. The sodium methoxide in methanol solution (sodium (115 mg, 5 mmol) in anhydrous ethanol (10 mL)) was added dropwise and the mixture was stirred at 25° C. for 3 hr. The resulting mixture was quenched with water (5 mL), and then evaporated under reduced pressure. The residue was extracted with ethy... Isolated yield 28.0%. Reaction SMILES: [CH3:1][N:2]([CH2:4][C:5]1[CH:22]=[CH:21][C:8](/[CH:9]=[N:10]/[C:11]2[CH:19]=[CH:18]C=C3[C:12]=2[CH2:13][O:14]C3=O)=[CH:7][CH:6]=1)[CH3:3].[Cl:23][C:24]1[CH:31]=[CH:30][C:27]([CH:28]=O)=[CH:26][CH:25]=1.C[O-].[Na+].CO.[C:37]([O:41][CH2:42][CH3:43])(=[O:40])[CH2:38][CH3:39]>>[Cl:23][C:24]1[CH:31]=[CH:30][C:27]([CH:28]2[C:13](=[O:14])[C:12]3[C:38]([C:37]([O:41][CH2:42][CH3:43])=[O:40])=[CH:39][CH:18]=[CH:19][C:11]=3[NH:10][CH:9]2[C:8]2[CH:7]=[CH:6][C:5]([CH2:4][N:2]([CH3:3])[CH3:1])=[CH:22][CH:21]=2)=[CH:26][CH:25]=1 |f:2.3|. Reactants: C(C)(C)(C)OC(=O)N1C(CCCC1)CN ((RS) 2-aminomethyl-piperidine-1-carboxylic acid tert butyl ester), ClC1=NC=CC2=CC=CC=C12 (1-chloroisoquinoline), D8. Yields the product C(C)(C)(C)OC(=O)N1C(CCCC1)CNC1=NC=CC2=CC=CC=C12 (2-(RS)-(Isoquinolin-1-ylaminomethyl)-piperidine-1-carboxylic acid tert butyl ester). RXN SMILES: [C:1]([O:5][C:6]([N:8]1[CH2:13][CH2:12][CH2:11][CH2:10][CH:9]1[CH2:14][NH2:15])=[O:7])([CH3:4])([CH3:3])[CH3:2].Cl[C:17]1[C:26]2[C:21](=[CH:22][CH:23]=[CH:24][CH:25]=2)[CH:20]=[CH:19][N:18]=1>>[C:1]([O:5][C:6]([N:8]1[CH2:13][CH2:12][CH2:11][CH2:10][CH:9]1[CH2:14][NH:15][C:17]1[C:26]2[C:21](=[CH:22][CH:23]=[CH:24][CH:25]=2)[CH:20]=[CH:19][N:18]=1)=[O:7])([CH3:4])([CH3:3])[CH3:2]. Procedure details: The title compound (0.76 g) was prepared from (RS) 2-aminomethyl-piperidine-1-carboxylic acid tert butyl ester (1.6 ml) and 1-chloroisoquinoline (0.8 g) according to the method used for the preparation of the compound of D8. Reactants: BrC=1C=C(C=NC1)C(CC(=O)OC)NC(=O)[C@H]1CN(CCC1)C(CCC1CCN(CC1)C(=O)OC(C)(C)C)=O (tert-butyl 4-{3-[(3R)-3-{[1-(5-bromopyridin-3-yl)-3-methoxy-3-oxopropyl]carbamoyl}piperidin-1-yl]-3-oxopropyl}piperidine-1-carboxylate), OC=1C=C(C=CC1)B(O)O ((3-hydroxyphenyl)boronic acid), [F-].[K+] (potassium fluoride). The reagents and catalysts are C=1C=CC(=CC1)[P](C=2C=CC=CC2)(C=3C=CC=CC3)[Pd]([P](C=4C=CC=CC4)(C=5C=CC=CC5)C=6C=CC=CC6)([P](C=7C=CC=CC7)(C=8C=CC=CC8)C=9C=CC=CC9)[P](C=1C=CC=CC1)(C=1C=CC=CC1)C=1C=CC=CC1 (tetrakis(triphenylphosphine)palladium(0)). Run in O (water), C1(=CC=CC=C1)C (toluene), C(C)O (ethanol), O (water). Reaction conditions: temperature 100 celsius, time 26 hour. Product: OC=1C=C(C=CC1)C=1C=C(C=NC1)C(CC(=O)OC)NC(=O)[C@H]1CN(CCC1)C(CCC1CCN(CC1)C(=O)OC(C)(C)C)=O (tert-butyl 4-{3-[(3R)-3-({1-[5-(3-hydroxyphenyl)pyridin-3-yl]-3-methoxy-3-oxopropyl}carbamoyl)piperidin-1-yl]-3-oxopropyl}piperidine-1-carboxylate). The yield is 57.4%. RXN SMILES: Br[C:2]1[CH:3]=[C:4]([CH:8]([NH:14][C:15]([C@@H:17]2[CH2:22][CH2:21][CH2:20][N:19]([C:23](=[O:39])[CH2:24][CH2:25][CH:26]3[CH2:31][CH2:30][N:29]([C:32]([O:34][C:35]([CH3:38])([CH3:37])[CH3:36])=[O:33])[CH2:28][CH2:27]3)[CH2:18]2)=[O:16])[CH2:9][C:10]([O:12][CH3:13])=[O:11])[CH:5]=[N:6][CH:7]=1.[OH:40][C:41]1[CH:42]=[C:43](B(O)O)[CH:44]=[CH:45][CH:46]=1.[F-].[K+]>C1(C)C=CC=CC=1.C(O)C.O.C1C=CC([P]([Pd]([P](C2C=CC=CC=2)(C2C=CC=CC=2)C2C=CC=CC=2)([P](C2C=CC=CC=2)(C2C=CC=CC=2)C2C=CC=CC=2)[P](C2C=CC=CC=2)(C2C=CC=CC=2)C2C=CC=CC=2)(C2C=CC=CC=2)C2C=CC=CC=2)=CC=1>[OH:40][C:41]1[CH:46]=[C:45]([C:2]2[CH:3]=[C:4]([CH:8]([NH:14][C:15]([C@@H:17]3[CH2:22][CH2:21][CH2:20][N:19]([C:23](=[O:39])[CH2:24][CH2:25][CH:26]4[CH2:27][CH2:28][N:29]([C:32]([O:34][C:35]([CH3:37])([CH3:36])[CH3:38])=[O:33])[CH2:30][CH2:31]4)[CH2:18]3)=[O:16])[CH2:9][C:10]([O:12][CH3:13])=[O:11])[CH:5]=[N:6][CH:7]=2)[CH:44]=[CH:43][CH:42]=1 |f:2.3,^1:66,68,87,106|. Reported procedure: To 400.0 mg (0.66 mmol) tert-butyl 4-{3-[(3R)-3-{[1-(5-bromopyridin-3-yl)-3-methoxy-3-oxopropyl]carbamoyl}piperidin-1-yl]-3-oxopropyl}piperidine-1-carboxylate (example 8c) in 16 ml toluene were added 15.17 mg (0.01 mmol) tetrakis(triphenylphosphine)palladium(0), 108.6 mg (0.79 mmol) (3-hydroxyphenyl)boronic acid in 4.0 ml ethanol and 118.3 mg (2.04 mmol) potassium fluoride in 4.0 ml water. The mixture was stirred at 100° C. for 26 hours, diluted with water and extracted with ethyl acetate. The o... Reactants: CO, N#Cc1c(I)ccnc1F, NN, O. Product: N#Cc1c(I)ccnc1NN. RXN SMILES: [CH3:14][OH:15].[F:1][c:2]1[c:3]([C:4]#[N:5])[c:6]([I:10])[cH:7][cH:8][n:9]1.[NH2:12][NH2:13].[OH2:11]>>[c:2]1([NH:12][NH2:13])[c:3]([C:4]#[N:5])[c:6]([I:10])[cH:7][cH:8][n:9]1. Reactants: [N+](=O)([O-])C=1C=C(C(=O)O)C=CC1C(F)(F)F (3-nitro-4-(trifluoromethyl)benzoic acid), Cl (hydrochloric acid), C(C)O (ethanol). Yields the product [N+](=O)([O-])C=1C=C(C(=O)OCC)C=CC1C(F)(F)F (Ethyl 3-Nitro-4-(trifluoromethyl)benzoate). Isolated yield 64.0%. Reaction SMILES: [N+:1]([C:4]1[CH:5]=[C:6]([CH:10]=[CH:11][C:12]=1[C:13]([F:16])([F:15])[F:14])[C:7]([OH:9])=[O:8])([O-:3])=[O:2].Cl.[CH2:18](O)[CH3:19]>>[N+:1]([C:4]1[CH:5]=[C:6]([CH:10]=[CH:11][C:12]=1[C:13]([F:14])([F:15])[F:16])[C:7]([O:9][CH2:18][CH3:19])=[O:8])([O-:3])=[O:2]. Procedure details: A solution of 555 mg (2.36 mmol) of 3-nitro-4-(trifluoromethyl)benzoic acid (from Step B) in 10 mL of ethanol was treated with 1 mL of concentrated hydrochloric acid. The solution was stirred at reflux for 2 days, then cooled, and partitioned between ethyl acetate and H2O. The organic layer was washed successively with saturated NaHCO3, H2O, and brine. The ethyl acetate solution was then dried over Na2SO4 and concentrated to give 400 mg (64%) of the title compound as a pale yellow foam, homogene... As a reaction SMILES: [N:10](=[O:11])[O-:12].[NH2:1][c:2]1[n:3][cH:4][c:5]([Br:9])[cH:6][c:7]1[I:8].[Na+:13].[Na+:15].[OH-:14].[S:16](=[O:17])(=[O:18])([OH:19])[OH:20]>>[c:2]1(=[O:11])[nH:3][cH:4][c:5]([Br:9])[cH:6][c:7]1[I:8]. The reactants are O=N[O-], Nc1ncc(Br)cc1I, [Na+], [Na+], [OH-], O=S(=O)(O)O. Yields the product O=c1[nH]cc(Br)cc1I. The reactants are OC=1C=CC2=C(C(=C(O2)C2=CC=C(C=C2)O)C(C)=O)C1 (1-[5-Hydroxy-2-(4-hydroxy-phenyl)-benzofuran-3-yl]-ethanone), NO.Cl (NH2OH—HCl). Run in CCO.N1[C@@H](CCC1=O)C(=O)O (EtOH Pyr). Yields the product OC=1C=CC2=C(C(=C(O2)C2=CC=C(C=C2)O)C(C)=NO)C1 (1-[5-Hydroxy-2-(4-hydroxy-phenyl)-benzofuran-3-yl]-ethanone oxime). The yield is 6.5%. Reaction SMILES: [OH:1][C:2]1[CH:3]=[CH:4][C:5]2[O:9][C:8]([C:10]3[CH:15]=[CH:14][C:13]([OH:16])=[CH:12][CH:11]=3)=[C:7]([C:17](=O)[CH3:18])[C:6]=2[CH:20]=1.[NH2:21][OH:22].Cl>CCO.N1C(=O)CC[C@H]1C(O)=O>[OH:1][C:2]1[CH:3]=[CH:4][C:5]2[O:9][C:8]([C:10]3[CH:15]=[CH:14][C:13]([OH:16])=[CH:12][CH:11]=3)=[C:7]([C:17](=[N:21][OH:22])[CH3:18])[C:6]=2[CH:20]=1 |f:1.2,3.4|. Reported procedure: Ketone 110 (1.9 g, 7.1 mmol) was dissolved in a solution of EtOH/Pyr (50 mL/10 mL) and treated with NH2OH—HCl (0.5 g, 7.2 mmol) and heated at reflux until all of the starting material was consumed by TLC analysis. The reaction was worked up by concentrating down and partitioning the residue between EtOAc and 2 N HCl aq, washing the EtOAc layer with saturated NaHCO3 aq, brine and drying over MgSO4. The solution was then filtered, concentrated and chromatographed on silica gel (1:4 EtOAc/hexanes) ...